From a dataset of the Open Reaction Database (ORD), a public repository of structured organic reaction records. describe an organic reaction: reactants, conditions, products, and yield Reactants: IC1=CC=NC(=C1C(=O)NNC1=CC=CC=C1)OC (4-iodo-2-methoxy-N′-phenylnicotinohydrazide), N1[C@H](C(=O)O)CCC1 (L-proline), C([O-])([O-])=O.[K+].[K+] (potassium carbonate). Reagents/catalysts: [Cu]I (copper(I) iodide). Solvent: CS(=O)C (DMSO). The product is COC1=NC=CC2=C1C(NN2C2=CC=CC=C2)=O (4-methoxy-1-phenyl-1,2-dihydro-3H-pyrazolo[4,3-c]pyridin-3-one). Isolated yield 63.6%. RXN SMILES: I[C:2]1[C:7]([C:8]([NH:10][NH:11][C:12]2[CH:17]=[CH:16][CH:15]=[CH:14][CH:13]=2)=[O:9])=[C:6]([O:18][CH3:19])[N:5]=[CH:4][CH:3]=1.N1CCC[C@H]1C(O)=O.C(=O)([O-])[O-].[K+].[K+]>CS(C)=O.[Cu]I>[CH3:19][O:18][C:6]1[C:7]2[C:8](=[O:9])[NH:10][N:11]([C:12]3[CH:17]=[CH:16][CH:15]=[CH:14][CH:13]=3)[C:2]=2[CH:3]=[CH:4][N:5]=1 |f:2.3.4|. Reported procedure: A solution of 4-iodo-2-methoxy-N′-phenylnicotinohydrazide (640 mg), L-proline (39.9 mg), potassium carbonate (479 mg) and copper(I) iodide (33.0 mg) in DMSO (25 mL) was stirred overnight at 60° C. under nitrogen atmosphere. The reaction mixture was purified by silica gel column chromatography (ethyl acetate/hexane) to give the title compound (266 mg). Reactants: ClC1=C(C=C(C=C1)OS(=O)(=O)C(F)(F)F)C(C(C(F)(F)F)(C=1C=CC2=C(N(C(CO2)=O)C)C1)O)C (Trifluoromethanesulfonic acid 4-chloro-3-[3,3,3-trifluoro-2-hydroxy-1-methyl-2-(4-methyl-3-oxo-3,4-dihydro-2H-benzo[1,4]oxazin-6-yl)-propyl]-phenyl ester), C(=O)(O)C=1C=C(C=CC1)B(O)O (3-carboxyphenylboronic acid). RXN SMILES: [Cl:1][C:2]1[CH:7]=[CH:6][C:5](OS(C(F)(F)F)(=O)=O)=[CH:4][C:3]=1[CH:16]([CH3:35])[C:17]([OH:34])([C:22]1[CH:23]=[CH:24][C:25]2[O:30][CH2:29][C:28](=[O:31])[N:27]([CH3:32])[C:26]=2[CH:33]=1)[C:18]([F:21])([F:20])[F:19].[C:36]([C:39]1[CH:40]=[C:41](B(O)O)[CH:42]=[CH:43][CH:44]=1)([OH:38])=[O:37]>>[Cl:1][C:2]1[CH:7]=[CH:6][C:5]([C:43]2[CH:42]=[CH:41][CH:40]=[C:39]([C:36]([OH:38])=[O:37])[CH:44]=2)=[CH:4][C:3]=1[CH:16]([CH3:35])[C:17]([OH:34])([C:22]1[CH:23]=[CH:24][C:25]2[O:30][CH2:29][C:28](=[O:31])[N:27]([CH3:32])[C:26]=2[CH:33]=1)[C:18]([F:21])([F:20])[F:19]. Product: ClC1=C(C=C(C=C1)C1=CC(=CC=C1)C(=O)O)C(C(C(F)(F)F)(C=1C=CC2=C(N(C(CO2)=O)C)C1)O)C (4′-Chloro-3′-[3,3,3-trifluoro-2-hydroxy-1-methyl-2-(4-methyl-3-oxo-3,4-dihydro-2H-benzo[1,4]oxazin-6-yl)-propyl]-biphenyl-3-carboxylic acid). Procedure: In analogy to Example 17, step 2, trifluoromethanesulfonic acid 4-chloro-3-[3,3,3-trifluoro-2-hydroxy-1-methyl-2-(4-methyl-3-oxo-3,4-dihydro-2H-benzo[1,4]oxazin-6-yl)-propyl]-phenyl ester (Example 17, step 1) was reacted with 3-carboxyphenylboronic acid to give the title compound as a light brown solid. MS (m/e, ISP neg. ion)=518.2 [M−H+].